This data is from the Open Reaction Database (ORD), a public repository of structured organic reaction records. The task is: describe an organic reaction: reactants, conditions, products, and yield Starting materials: [N+](=O)(O)[O-] (HNO3), S(=O)(=O)(O)O.CNC(=N)N (methyl guanidine sulfate), CC1=C(C(=CC=C1)C)N(C(=O)Cl)C (2,6-dimethylphenyl-N-methylcarbamoyl chloride), [OH-].[Na+] (sodium hydroxide), S(=O)(=O)([O-])[O-].[Na+].[Na+] (sodium sulfate). Run in O1CCCC1 (tetrahydrofuran), O1CCCC1 (tetrahydrofuran). Run at time 2 hour. Product: [N+](=O)(O)[O-].CC1=C(C(=CC=C1)C)N(C(=O)NC(NC)=N)C (1-(2',6'-dimethylphenyl)-1-methyl-3-methylamidinourea nitrate). Reaction SMILES: S(O)(O)(=O)=O.[CH3:6][NH:7][C:8]([NH2:10])=[NH:9].[OH-].[Na+].S([O-])([O-])(=O)=O.[Na+].[Na+].[CH3:20][C:21]1[CH:26]=[CH:25][CH:24]=[C:23]([CH3:27])[C:22]=1[N:28]([CH3:32])[C:29](Cl)=[O:30].[N+:33]([O-:36])([OH:35])=[O:34]>O1CCCC1>[N+:33]([O-:36])([OH:35])=[O:34].[CH3:20][C:21]1[CH:26]=[CH:25][CH:24]=[C:23]([CH3:27])[C:22]=1[N:28]([CH3:32])[C:29]([NH:10][C:8](=[NH:9])[NH:7][CH3:6])=[O:30] |f:0.1,2.3,4.5.6,10.11|. Procedure: To a suspension of 12.21 g. (0.05 moles) of methyl guanidine sulfate in 110 ml. of tetrahydrofuran is added 8.0 g. (0.10 moles of sodium hydroxide) of 50% aqueous sodium hydroxide. After stirring for 11/2 hours, 4.5 g. of sodium sulfate is slowly added and the mixture stirred an additional 1/2 hour. To the solution is added a solution of 9.88 g. (0.05 moles) of 2,6-dimethylphenyl-N-methylcarbamoyl chloride in 30 ml. of tetrahydrofuran. After stirring for 24 hours, the THF is removed in vacuo and... The reactants are CCOC(=O)C(C)=O, Nc1ccc(F)c(F)c1. Reaction SMILES: [C:10]([C:11](=[O:12])[CH3:13])(=[O:14])[O:15][CH2:16][CH3:17].[F:1][c:2]1[cH:3][c:4]([NH2:5])[cH:6][cH:7][c:8]1[F:9]>>[F:1][c:2]1[cH:3][c:4]([NH:5][CH:11]([C:10](=[O:14])[O:15][CH2:16][CH3:17])[CH3:13])[cH:6][cH:7][c:8]1[F:9]. Product: CCOC(=O)C(C)Nc1ccc(F)c(F)c1.